From a dataset of the Open Reaction Database (ORD), a public repository of structured organic reaction records. describe an organic reaction: reactants, conditions, products, and yield Isolated yield 72.0%. Reaction SMILES: [CH3:1][N:2]1[CH2:7][CH2:6][N:5]([C@H:8]2[CH2:25][C@@:24]3([CH3:26])[C@@H:11]([CH2:12][CH2:13][C@@H:14]4[C@@H:23]3[CH2:22][CH2:21][C@@:19]3([CH3:20])[C@H:15]4[CH2:16][C@H:17]([N:28]4[CH2:33][CH2:32][CH2:31][CH2:30][CH2:29]4)[C@@H:18]3[OH:27])[CH2:10][C@@H:9]2[OH:34])[CH2:4][CH2:3]1>C(Cl)(Cl)Cl>[CH3:1][N:2]1[CH2:7][CH2:6][N:5]([C@H:8]2[CH2:25][C@@:24]3([CH3:26])[C@@H:11]([CH2:12][CH2:13][C@@H:14]4[C@@H:23]3[CH2:22][CH2:21][C@@:19]3([CH3:20])[C@H:15]4[CH2:16][C@H:17]([N:28]4[CH2:33][CH2:32][CH2:31][CH2:30][CH2:29]4)[C@@H:18]3[O:27][C:18](=[O:27])[CH3:17])[CH2:10][C@@H:9]2[O:34][C:9](=[O:34])[CH3:8])[CH2:4][CH2:3]1. Procedure details: The compound is prepared by acylation of 2β-N-methyl-piperazino-16β-piperidino-3α,17β-dihydroxy-5α-androstane according to the method described in Example 12. Yield: 72.0% [α]D25 = +29.4° (c = 1 in chloroform). Starting materials: CN1CCN(CC1)[C@@H]1[C@H](C[C@@H]2CC[C@H]3[C@@H]4C[C@@H]([C@@H]([C@@]4(C)CC[C@@H]3[C@]2(C1)C)O)N1CCCCC1)O (2β-N-methyl-piperazino-16β-piperidino-3α,17β-dihydroxy-5α-androstane). Run in C(Cl)(Cl)Cl (chloroform). The product is CN1CCN(CC1)[C@@H]1[C@H](C[C@@H]2CC[C@H]3[C@@H]4C[C@@H]([C@@H]([C@@]4(C)CC[C@@H]3[C@]2(C1)C)OC(C)=O)N1CCCCC1)OC(C)=O (2β-N-methyl-piperazino-16β-piperidino-3α,17β-diacetoxy-5α-androstane). The reactants are CN1C2=NC(=NC(=C2N=C1CN1CCC(CC1)C(C)(C)O)N1CCOCC1)[Sn](CCCC)(CCCC)CCCC (2-[1-(9-methyl-6-morpholin-4-yl-2-(tributylstannanyl)-9H-purin-8-ylmethyl)piperidin-4-yl]propan-2-ol), BrC=1C=2N(C=CC1)C=NC2 (8-bromoimidazo[1,5-a]pyridine). The reagents and catalysts are C=1C=CC(=CC1)[P](C=2C=CC=CC2)(C=3C=CC=CC3)[Pd]([P](C=4C=CC=CC4)(C=5C=CC=CC5)C=6C=CC=CC6)([P](C=7C=CC=CC7)(C=8C=CC=CC8)C=9C=CC=CC9)[P](C=1C=CC=CC1)(C=1C=CC=CC1)C=1C=CC=CC1 (Pd(PPh3)4), S1C(=CC=C1)C(=O)[O-].[Cu+] (copper(I)-thiophene-2-carboxylate). Solvent: O1CCOCC1 (dioxane). Conditions: temperature 150 celsius. Product: C=1N=CN2C1C(=CC=C2)C2=NC(=C1N=C(N(C1=N2)C)CN2CCC(CC2)C(C)(C)O)N2CCOCC2 (2-(1-((2-(imidazo[1,5-a]pyridin-8-yl)-9-methyl-6-morpholino-9H-purin-8-yl)methyl)piperidin-4-yl)propan-2-ol). The yield is 59.1%. RXN SMILES: [CH3:1][N:2]1[C:10]([CH2:11][N:12]2[CH2:17][CH2:16][CH:15]([C:18]([OH:21])([CH3:20])[CH3:19])[CH2:14][CH2:13]2)=[N:9][C:8]2[C:3]1=[N:4][C:5]([Sn](CCCC)(CCCC)CCCC)=[N:6][C:7]=2[N:22]1[CH2:27][CH2:26][O:25][CH2:24][CH2:23]1.Br[C:42]1[C:43]2[N:44]([CH:48]=[N:49][CH:50]=2)[CH:45]=[CH:46][CH:47]=1>O1CCOCC1.C1C=CC([P]([Pd]([P](C2C=CC=CC=2)(C2C=CC=CC=2)C2C=CC=CC=2)([P](C2C=CC=CC=2)(C2C=CC=CC=2)C2C=CC=CC=2)[P](C2C=CC=CC=2)(C2C=CC=CC=2)C2C=CC=CC=2)(C2C=CC=CC=2)C2C=CC=CC=2)=CC=1.S1C=CC=C1C([O-])=O.[Cu+]>[CH:50]1[N:49]=[CH:48][N:44]2[CH:45]=[CH:46][CH:47]=[C:42]([C:5]3[N:4]=[C:3]4[C:8]([N:9]=[C:10]([CH2:11][N:12]5[CH2:13][CH2:14][CH:15]([C:18]([OH:21])([CH3:20])[CH3:19])[CH2:16][CH2:17]5)[N:2]4[CH3:1])=[C:7]([N:22]4[CH2:27][CH2:26][O:25][CH2:24][CH2:23]4)[N:6]=3)[C:43]=12 |f:4.5,^1:60,62,81,100|. Procedure: A mixture of 2-[1-(9-methyl-6-morpholin-4-yl-2-(tributylstannanyl)-9H-purin-8-ylmethyl)piperidin-4-yl]propan-2-ol (135 mg, 0.20 mmol), 8-bromoimidazo[1,5-a]pyridine (44 mg, 0.22 mmol), Pd(PPh3)4 (24 mg, 10 mol %) and copper(I)-thiophene-2-carboxylate (8 mg, 20 mol %) in dioxane (2 mL) was purged with argon gas then heated at 150° C., for 20 min, in a microwave reactor. The reaction mixture was loaded onto an Isolute® SCX-2 cartridge, washed with MeOH then the desired product eluted with 2 M NH3 ... Reactants: ClCCl, CCOC(=O)c1ccc(Sc2cc3c(cc2C)C(C)(C)CCC3(C)C)cc1, O=C(OO)c1cccc(Cl)c1, O. Yields the product CCOC(=O)c1ccc(S(=O)(=O)c2cc3c(cc2C)C(C)(C)CCC3(C)C)cc1. RXN SMILES: [CH2:40]([Cl:41])[Cl:42].[CH3:1][c:2]1[c:3]([S:16][c:17]2[cH:18][cH:19][c:20]([C:21](=[O:22])[O:23][CH2:24][CH3:25])[cH:26][cH:27]2)[cH:4][c:5]2[c:10]([cH:11]1)[C:9]([CH3:12])([CH3:13])[CH2:8][CH2:7][C:6]2([CH3:14])[CH3:15].[Cl:28][c:29]1[cH:30][c:31]([C:36](=[O:33])[O:37][OH:38])[cH:32][cH:34][cH:35]1.[OH2:39]>>[CH3:1][c:2]1[c:3]([S:16]([c:17]2[cH:18][cH:19][c:20]([C:21](=[O:22])[O:23][CH2:24][CH3:25])[cH:26][cH:27]2)(=[O:33])=[O:39])[cH:4][c:5]2[c:10]([cH:11]1)[C:9]([CH3:12])([CH3:13])[CH2:8][CH2:7][C:6]2([CH3:14])[CH3:15]. Reaction SMILES: [CH2:1]([O:4][C:5]([N:7]1[CH2:11][C@@H:10]([OH:12])[CH2:9][C@H:8]1[CH:13]=[C:14]([CH3:18])[C:15](=[O:17])[CH3:16])=[O:6])[CH:2]=[CH2:3].I[CH3:20]>[Ag]=O>[CH2:1]([O:4][C:5]([N:7]1[CH2:11][C@@H:10]([O:12][CH3:20])[CH2:9][C@H:8]1[CH:13]=[C:14]([CH3:18])[C:15](=[O:17])[CH3:16])=[O:6])[CH:2]=[CH2:3]. Reagents/catalysts: [Ag]=O (silver oxide). Conditions: time 2 day. The product is C(C=C)OC(=O)N1[C@@H](C[C@@H](C1)OC)C=C(C(C)=O)C ((2S,4S)-1-allyloxycarbonyl-4-methoxy-2-(2-methyl-3-oxo-1-butenyl)pyrrolidine). Reported procedure: To a solution of (2S,4S)-1-allyloxycarbonyl-4-hydroxy-2-(2-methyl-3-oxo-1-butenyl)pyrrolidine (4.00 g) in iodomethane (20 ml) was added silver oxide (20 g), and the mixture was allowed to stand at ambient temperature for 2 days. The resulting precipitate was removed by filtration and the filtrate was evaporated in vacuo. The residue was chromatographed on silica gel (50 ml) eluting with a mixture of n-hexane and ethyl acetate (6:4 V/V) to give (2S,4S)-1-allyloxycarbonyl-4-methoxy-2-(2-methyl-3-o... Starting materials: C(C=C)OC(=O)N1[C@@H](C[C@@H](C1)O)C=C(C(C)=O)C ((2S,4S)-1-allyloxycarbonyl-4-hydroxy-2-(2-methyl-3-oxo-1-butenyl)pyrrolidine), IC (iodomethane). Starting materials: CN1C=C(C2=CC(=CC(=C12)C(=O)O)C=1C=NC(=CC1)C)C(C)C (1-methyl-3-(1-methylethyl)-5-(6-methyl-3-pyridinyl)-1H-indole-7-carboxylic acid), NCC=1C(NC(=CC1C)C)=O (3-(aminomethyl)-4,6-dimethyl-2(1H)-pyridinone), ON1N=NC2=C1N=CC=C2 (1-hydroxy-7-azabenzotriazole), C(CCl)Cl (EDC), CN1CCOCC1 (N-methylmorpholine), ice water. Run in CS(=O)C (DMSO). Conditions: time 8 hour. Yields the product CC1=C(C(NC(=C1)C)=O)CNC(=O)C=1C=C(C=C2C(=CN(C12)C)C(C)C)C=1C=NC(=CC1)C (N-[(4,6-dimethyl-2-oxo-1,2-dihydro-3-pyridinyl)methyl]-1-methyl-3-(1-methylethyl)-5-(6-methyl-3-pyridinyl)-1H-indole-7-carboxamide). The yield is 38.4%. RXN SMILES: [CH3:1][N:2]1[C:10]2[C:5](=[CH:6][C:7]([C:14]3[CH:15]=[N:16][C:17]([CH3:20])=[CH:18][CH:19]=3)=[CH:8][C:9]=2[C:11]([OH:13])=O)[C:4]([CH:21]([CH3:23])[CH3:22])=[CH:3]1.[NH2:24][CH2:25][C:26]1[C:27](=[O:34])[NH:28][C:29]([CH3:33])=[CH:30][C:31]=1[CH3:32].ON1C2N=CC=CC=2N=N1.C(Cl)CCl.CN1CCOCC1>CS(C)=O>[CH3:32][C:31]1[CH:30]=[C:29]([CH3:33])[NH:28][C:27](=[O:34])[C:26]=1[CH2:25][NH:24][C:11]([C:9]1[CH:8]=[C:7]([C:14]2[CH:15]=[N:16][C:17]([CH3:20])=[CH:18][CH:19]=2)[CH:6]=[C:5]2[C:10]=1[N:2]([CH3:1])[CH:3]=[C:4]2[CH:21]([CH3:22])[CH3:23])=[O:13]. Procedure: To a 20 mL vial was added 1-methyl-3-(1-methylethyl)-5-(6-methyl-3-pyridinyl)-1H-indole-7-carboxylic acid (0.10 g, 0.324 mmol), 3-(aminomethyl)-4,6-dimethyl-2(1H)-pyridinone (0.098 g, 0.519 mmol), 1-hydroxy-7-azabenzotriazole (0.088 g, 0.649 mmol) and EDC (0.124 g, 0.649 mmol). The reagents were diluted with DMSO (3 mL) and N-methylmorpholine (0.178 mL, 1.621 mmol). The mixture was stirred overnight, then slowly poured into ice-water (50 mL). The mixture was stirred for 10 min, then allowed to s... Reagents/catalysts: [Cu](I)I (copper iodide). The reactants are [Cu](C#N)C#N (copper cyanide), O (water), BrC1=C(C(=C(C=C1)NC(C)=O)C)Cl (N-(4-bromo-3-chloro-2-methyl-phenyl)-acetamide), C(CN)N (ethylene diamine). Procedure details: Dissolve N-(4-bromo-3-chloro-2-methyl-phenyl)-acetamide (10 g, 38 mmol) in N-methylpyrrolidinone (60 mL) and sparge with nitrogen. Add copper cyanide (10.2 g, 114 mol) and copper iodide (21.8 g, 114 mol) and stir under nitrogen at 130° C. for 72 h. Cool the reaction and add ethylene diamine (100 mL), along with water (300 mL). Extract the reaction mixture with EtOAc. Separate and dry the organic portion over Na2SO4, filter, and concentrate. Dissolve the resulting residue in 1:1 EtOH/concentrated... Isolated yield 79.0%. As a reaction SMILES: Br[C:2]1[CH:7]=[CH:6][C:5]([NH:8]C(=O)C)=[C:4]([CH3:12])[C:3]=1[Cl:13].[Cu](C#N)[C:15]#[N:16].C(N)CN.O>CN1CCCC1=O.[Cu](I)I>[NH2:8][C:5]1[CH:6]=[CH:7][C:2]([C:15]#[N:16])=[C:3]([Cl:13])[C:4]=1[CH3:12]. Yields the product NC1=C(C(=C(C#N)C=C1)Cl)C (4-Amino-2-chloro-3-methyl-benzonitrile). The solvent is CN1C(CCC1)=O (N-methylpyrrolidinone). Starting materials: CC(=O)[O-], CC(=O)OC(C)=O, Nc1ccc(CC(=O)O)cc1, [Na+], O=C1C=CC(=O)O1, CN(C)C=O. Product: O=C(O)Cc1ccc(N2C(=O)C=CC2=O)cc1. Reaction SMILES: [CH3:20][C:21](=[O:22])[O-:23].[CH3:24][C:25]([O:26][C:27](=[O:28])[CH3:29])=[O:30].[NH2:1][c:2]1[cH:3][cH:4][c:5]([CH2:8][C:9](=[O:10])[OH:11])[cH:6][cH:7]1.[Na+:19].[O:12]=[C:13]1[O:14][C:15](=[O:16])[CH:17]=[CH:18]1.[O:31]=[CH:32][N:33]([CH3:34])[CH3:35]>>[N:1]1([c:2]2[cH:3][cH:4][c:5]([CH2:8][C:9](=[O:10])[OH:11])[cH:6][cH:7]2)[C:13](=[O:12])[CH:18]=[CH:17][C:15]1=[O:14]. The reactants are C(C)(C)(C)C=1C(=C(/C=C/C2=C(C=C(C=C2)NS(=O)(=O)C)C(=O)N2CCOCC2)C=C(C1)N1C(NC(C=C1)=O)=O)OC ((E)-N-(4-(3-tert-butyl-5-(2,4-dioxo-3,4-dihydropyrimidin-1(2H)-yl)-2-methoxystyryl)-3-(morpholine-4-carbonyl)phenyl)methanesulfonamide), solution, [H-].C(C)(C)(C)O[Al+2].[Li+].[H-].[H-] (lithium tert-butoxyaluminiumhydride). Run in C1CCOC1 (THF). Reaction conditions: temperature 0 celsius, time 30 minute. Product: C(C)(C)(C)C=1C(=C(/C=C/C2=C(C=C(C=C2)NS(=O)(=O)C)CO)C=C(C1)N1C(NC(C=C1)=O)=O)OC ((E)-N-(4-(3-tert-butyl-5-(2,4-dioxo-3,4-dihydropyrimidin-1(2H)-yl)-2-methoxystyryl)-3-(hydroxymethyl)phenyl)methanesulfonamide). Yield: 63.0%. Reaction SMILES: [C:1]([C:5]1[C:6]([O:40][CH3:41])=[C:7]([CH:29]=[C:30]([N:32]2[CH:37]=[CH:36][C:35](=[O:38])[NH:34][C:33]2=[O:39])[CH:31]=1)/[CH:8]=[CH:9]/[C:10]1[CH:15]=[CH:14][C:13]([NH:16][S:17]([CH3:20])(=[O:19])=[O:18])=[CH:12][C:11]=1[C:21](N1CCOCC1)=[O:22])([CH3:4])([CH3:3])[CH3:2].[H-].C(O[Al+2])(C)(C)C.[Li+].[H-].[H-]>C1COCC1>[C:1]([C:5]1[C:6]([O:40][CH3:41])=[C:7]([CH:29]=[C:30]([N:32]2[CH:37]=[CH:36][C:35](=[O:38])[NH:34][C:33]2=[O:39])[CH:31]=1)/[CH:8]=[CH:9]/[C:10]1[CH:15]=[CH:14][C:13]([NH:16][S:17]([CH3:20])(=[O:18])=[O:19])=[CH:12][C:11]=1[CH2:21][OH:22])([CH3:4])([CH3:2])[CH3:3] |f:1.2.3.4.5|. Reported procedure: To a solution of the product from Example 27, Part A (375 mg, 0.705 mmol) in anhydrous THF (5 ml) at 0° C. under N2 gas was added a 1.0 M solution of lithium tert-butoxyaluminiumhydride (1.8 ml, 1.8 mmol) dropwise. The resulting mixture was stirred at 0° C. for 30 min, and then allowed to warm to room temperature and was stirred for 1 h. The mixture was partitioned between 1 N aq. HCl (10 ml) and EtOAc (2×10 ml). The combined organic layers were dried over Na2SO4, filtered and concentrated in va... The reactants are Cl (hydrochloric acid), C1=C(C=CC2=CC=CC=C12)C(=O)NC1=CC=C(CN2N=C(C3=CC(=CC=C23)F)CC(=O)OCC)C=C1 (Ethyl 2-[1-[4-(2-naphthamido)benzyl]-5-fluoro-1H-indazol-3-yl]acetate), O (Water), O.[OH-].[Li+] (lithium hydroxide monohydrate). Run in O1CCCC1 (tetrahydrofuran), aqueous solution. The product is C1=C(C=CC2=CC=CC=C12)C(=O)NC1=CC=C(CN2N=C(C3=CC(=CC=C23)F)CC(=O)O)C=C1 (2-[1-[4-(2-naphthamido)benzyl]-5-fluoro-1H-indazol-3-yl]acetic acid). Isolated yield 95.4%. RXN SMILES: [CH:1]1[C:10]2[C:5](=[CH:6][CH:7]=[CH:8][CH:9]=2)[CH:4]=[CH:3][C:2]=1[C:11]([NH:13][C:14]1[CH:36]=[CH:35][C:17]([CH2:18][N:19]2[C:27]3[C:22](=[CH:23][C:24]([F:28])=[CH:25][CH:26]=3)[C:21]([CH2:29][C:30]([O:32]CC)=[O:31])=[N:20]2)=[CH:16][CH:15]=1)=[O:12].O.[OH-].[Li+].O.Cl>O1CCCC1>[CH:1]1[C:10]2[C:5](=[CH:6][CH:7]=[CH:8][CH:9]=2)[CH:4]=[CH:3][C:2]=1[C:11]([NH:13][C:14]1[CH:15]=[CH:16][C:17]([CH2:18][N:19]2[C:27]3[C:22](=[CH:23][C:24]([F:28])=[CH:25][CH:26]=3)[C:21]([CH2:29][C:30]([OH:32])=[O:31])=[N:20]2)=[CH:35][CH:36]=1)=[O:12] |f:1.2.3|. Procedure: Ethyl 2-[1-[4-(2-naphthamido)benzyl]-5-fluoro-1H-indazol-3-yl]acetate (100 mg, 0.208 mmol) was dissolved in tetrahydrofuran (10 mL), and in an ice bath 10 mL aqueous solution dissolving lithium hydroxide monohydrate (44 mg, 1.05 mmol) was added. It was reacted at room temperature for 3 h, and the reaction was monitored to be complete by TLC. Water was added into the system, and adjusted to pH≈3-4 with diluted hydrochloric acid. A solid precipitated, which was filtered and dried to obtain a white... Starting materials: [Al+3], [H-], [H-], [H-], [H-], [Li+], CC(C)(C)OC(=O)Nc1ccccc1Oc1ccccc1, C1CCOC1. Product: CNc1ccccc1Oc1ccccc1. As a reaction SMILES: [Al+3:23].[H-:22].[H-:25].[H-:26].[H-:27].[Li+:24].[O:1]([c:2]1[cH:3][cH:4][cH:5][cH:6][cH:7]1)[c:8]1[c:9]([NH:10][C:11]([O:12][C:13]([CH3:14])([CH3:15])[CH3:16])=[O:17])[cH:18][cH:19][cH:20][cH:21]1.[O:28]1[CH2:29][CH2:30][CH2:31][CH2:32]1>>[O:1]([c:2]1[cH:3][cH:4][cH:5][cH:6][cH:7]1)[c:8]1[c:9]([NH:10][CH3:11])[cH:18][cH:19][cH:20][cH:21]1.